From a dataset of the Open Reaction Database (ORD), a public repository of structured organic reaction records. describe an organic reaction: reactants, conditions, products, and yield Starting materials: CC(C)(C)OC(=O)Nc1cn2cc(Br)sc2n1, Cl, C1COCCO1. Yields the product Cl, Nc1cn2cc(Br)sc2n1. As a reaction SMILES: [C:2]([O:3][C:4](=[O:5])[NH:8][c:9]1[n:10][c:11]2[s:12][c:13]([Br:17])[cH:14][n:15]2[cH:16]1)([CH3:6])([CH3:7])[CH3:18].[ClH:1].[O:19]1[CH2:20][CH2:21][O:22][CH2:23][CH2:24]1>>[ClH:1].[NH2:8][c:9]1[n:10][c:11]2[s:12][c:13]([Br:17])[cH:14][n:15]2[cH:16]1. Conditions: time 12 hour. Run in ClCCl (dichloromethane). Reactants: N1=C(C=CC=C1C)C (2,6-lutidine), FC=1C=C(C=O)C=C(C1O)F (3,5-difluoro-4-hydroxybenzaldehyde), FC(S(=O)(=O)O[Si](C(C)C)(C(C)C)C(C)C)(F)F (triisopropylsilyl trifluoromethanesulfonate). RXN SMILES: [F:1][C:2]1[CH:3]=[C:4]([CH:7]=[C:8]([F:11])[C:9]=1[OH:10])[CH:5]=[O:6].N1C(C)=CC=CC=1C.FC(F)(F)S(O[Si:26]([CH:33]([CH3:35])[CH3:34])([CH:30]([CH3:32])[CH3:31])[CH:27]([CH3:29])[CH3:28])(=O)=O>ClCCl>[F:1][C:2]1[CH:3]=[C:4]([CH:7]=[C:8]([F:11])[C:9]=1[O:10][Si:26]([CH:33]([CH3:35])[CH3:34])([CH:30]([CH3:32])[CH3:31])[CH:27]([CH3:29])[CH3:28])[CH:5]=[O:6]. Procedure: 30.0 g (190 mmol) of 3,5-difluoro-4-hydroxybenzaldehyde [CAS 118276-06-5] are dissolved under argon in 600 ml of dichloromethane and, at 0° C., 44.7 g (417 mmol) of 2,6-lutidine are added. Then 87.2 g (284 mmol) of triisopropylsilyl trifluoromethanesulfonate are added dropwise, and the mixture is stirred at RT for 12 h. The solvent is distilled out in vacuo, and the residue is mixed with ammonium chloride solution and stirred for 5 min, and the organic phase is separated off. A further extractio... The product is FC=1C=C(C=O)C=C(C1O[Si](C(C)C)(C(C)C)C(C)C)F (3,5-Difluoro-4-triisopropylsilanyloxybenzaldehyde). Reactants: C(C1=CC=CC=C1)OC1=C(C=CC=C1)O (2-benzyloxyphenol), C([O-])([O-])=O.[K+].[K+] (potassium carbonate), C([C@@H]1CO1)OS(=O)(=O)C1=CC(=CC=C1)[N+](=O)[O-] ((S)-Glycidyl-3-nitrobenzenesulphonate). The solvent is CC(=O)C (acetone). Yields the product C([C@H]1CO1)C=1C(=C(C=CC1)O)OCC1=CC=CC=C1 ((S)-Glycidyl-2-benzyloxyphenol). As a reaction SMILES: [CH2:1]([O:8][C:9]1[CH:14]=[CH:13][CH:12]=[CH:11][C:10]=1[OH:15])[C:2]1[CH:7]=[CH:6][CH:5]=[CH:4][CH:3]=1.C(=O)([O-])[O-].[K+].[K+].[CH2:22](OS(C1C=CC=C([N+]([O-])=O)C=1)(=O)=O)[C@H:23]1[O:25][CH2:24]1>CC(C)=O>[CH2:22]([C:14]1[C:9]([O:8][CH2:1][C:2]2[CH:3]=[CH:4][CH:5]=[CH:6][CH:7]=2)=[C:10]([OH:15])[CH:11]=[CH:12][CH:13]=1)[C@@H:23]1[O:25][CH2:24]1 |f:1.2.3|. Procedure: A mixture of 2-benzyloxyphenol (900 mg, 4.5 mMol) and potassium carbonate (1.87 g, 13.5 mMol) in acetone (45 ml) was heated under reflux for 15 mins. (S)-Glycidyl-3-nitrobenzenesulphonate (1.0 g, 4.5 mMol) was added and the reaction mixture was heated under reflux for 23 hours. After cooling, the reaction mixture was filtered and the solvent was evaporated. The residue was partitioned between ethyl acetate and water. The organic fractions were combined, washed with water and brine, dried and eva... The reactants are CC(Nc1cncc(-n2cnc3cc(N)ccc32)n1)c1ccccc1, O=C(Cl)c1cnccn1. Product: CC(Nc1cncc(-n2cnc3cc(NC(=O)c4cnccn4)ccc32)n1)c1ccccc1. RXN SMILES: [c:1]1([CH:7]([CH3:8])[NH:9][c:10]2[cH:11][n:12][cH:13][c:14](-[n:16]3[cH:17][n:18][c:19]4[c:20]3[cH:21][cH:22][c:23]([NH2:25])[cH:24]4)[n:15]2)[cH:2][cH:3][cH:4][cH:5][cH:6]1.[n:26]1[c:27]([C:32](=[O:33])[Cl:34])[cH:28][n:29][cH:30][cH:31]1>>[c:1]1([CH:7]([CH3:8])[NH:9][c:10]2[cH:11][n:12][cH:13][c:14](-[n:16]3[cH:17][n:18][c:19]4[c:20]3[cH:21][cH:22][c:23]([NH:25][C:32]([c:27]3[n:26][cH:31][cH:30][n:29][cH:28]3)=[O:33])[cH:24]4)[n:15]2)[cH:2][cH:3][cH:4][cH:5][cH:6]1.